Dataset: the Open Reaction Database (ORD), a public repository of structured organic reaction records. Task: describe an organic reaction: reactants, conditions, products, and yield Starting materials: OC1=CC=C(CC2N(CCC=3CCCCC23)C=O)C=C1 ((±)-1-(p-hydroxybenzyl)-2-formyl-1,2,3,4,5,6,7,8-octahydroisoquinoline), N1=CC=CC=C1 (pyridine), BrC1=CC=CC=C1 (bromobenzene), C([O-])([O-])=O.[K+].[K+] (potassium carbonate). Reagents/catalysts: [Cu] (copper). Run in CCOCC (ether). Product: O(C1=CC=CC=C1)C1=CC=C(CC2N(CCC=3CCCCC23)C=O)C=C1 ((±)-1-(p-phenoxybenzyl)-2-formyl-1,2,3,4,5,6,7,8-octahydroisoquinoline). Isolated yield 69.0%. Reaction SMILES: [OH:1][C:2]1[CH:20]=[CH:19][C:5]([CH2:6][CH:7]2[C:16]3[CH2:15][CH2:14][CH2:13][CH2:12][C:11]=3[CH2:10][CH2:9][N:8]2[CH:17]=[O:18])=[CH:4][CH:3]=1.N1C=CC=CC=1.Br[C:28]1[CH:33]=[CH:32][CH:31]=[CH:30][CH:29]=1.C(=O)([O-])[O-].[K+].[K+]>CCOCC.[Cu]>[O:1]([C:2]1[CH:3]=[CH:4][C:5]([CH2:6][CH:7]2[C:16]3[CH2:15][CH2:14][CH2:13][CH2:12][C:11]=3[CH2:10][CH2:9][N:8]2[CH:17]=[O:18])=[CH:19][CH:20]=1)[C:28]1[CH:33]=[CH:32][CH:31]=[CH:30][CH:29]=1 |f:3.4.5|. Procedure: A solution of 29.0 g (0.106 mol) of (±)-1-(p-hydroxybenzyl)-2-formyl-1,2,3,4,5,6,7,8-octahydroisoquinoline in 530 ml of freshly distilled pyridine was refluxed with stirring under nitrogen with 12.88 ml of bromobenzene, 51.5 g of copper (granular) and 22.55 g of potassium carbonate for 14 days. The reaction mixture after cooling was diluted with ether 1 l. and filtered. The filtrate was concentrated under reduced pressure and the residue was dissolved in ether (300 ml). The ether solution was wa... Reactants: ClC(=CC=C(C)C)Cl (1,1-dichloro-4-methylpenta-1,3-diene), C(C)OC(C(C#N)Br)=O (ethylbromocyanoacetate). Reagents/catalysts: [Cu] (copper). Run at time 6 hour. Yields the product C(C)OC(=O)C1(C(C1C=C(Cl)Cl)(C)C)C#N (ethyl-1-cyano-3-(2',2'-dichlorovinyl)-2,2-dimethylcyclopropane-1-carboxylate). As a reaction SMILES: [Cl:1][C:2]([Cl:8])=[CH:3][CH:4]=[C:5]([CH3:7])[CH3:6].[CH2:9]([O:11][C:12](=[O:17])[CH:13](Br)[C:14]#[N:15])[CH3:10]>[Cu]>[CH2:9]([O:11][C:12]([C:13]1([C:14]#[N:15])[CH:4]([CH:3]=[C:2]([Cl:8])[Cl:1])[C:5]1([CH3:7])[CH3:6])=[O:17])[CH3:10]. Procedure: A mixture of 1,1-dichloro-4-methylpenta-1,3-diene (15.1 parts) ethylbromocyanoacetate (19.2 parts), copper-containing catalyst (as indicated in the table below), acid binder (as indicated in the table below) in solvent (as indicated in the table below; 100 parts by volume) is heated to the reflux temperature of the mixture if below 90° C., otherwise at a temperature not exceeding 90° C., and held at the reaction temperature for 6 hours. After removal of the solvent by distillation under reduced ... Reactants: N1CCC(CC1)CO (4-piperidinemethanol), C(=O)([O-])[O-].[K+].[K+] (K2CO3), BrCCCC(=O)OCC(Cl)(Cl)Cl (2,2,2-trichloroethyl 4-bromobutyrate). The solvent is CC(=O)C (acetone). Product: ClC(COC(CCCN1CCC(CC1)CO)=O)(Cl)Cl (4-(4-hydroxymethyl-piperidin-1-yl)butyric acid 2,2,2-trichloroethylester). Yield: 94.2%. As a reaction SMILES: [NH:1]1[CH2:6][CH2:5][CH:4]([CH2:7][OH:8])[CH2:3][CH2:2]1.C([O-])([O-])=O.[K+].[K+].Br[CH2:16][CH2:17][CH2:18][C:19]([O:21][CH2:22][C:23]([Cl:26])([Cl:25])[Cl:24])=[O:20]>CC(C)=O>[Cl:24][C:23]([Cl:25])([Cl:26])[CH2:22][O:21][C:19](=[O:20])[CH2:18][CH2:17][CH2:16][N:1]1[CH2:6][CH2:5][CH:4]([CH2:7][OH:8])[CH2:3][CH2:2]1 |f:1.2.3|. Procedure: A stirred solution of 4-piperidinemethanol (1.72 g, 15.0 mmol) in acetone (100 ml) was added K2CO3 (4.14 g, 30. mmol) and 2,2,2-trichloroethyl 4-bromobutyrate (4.47 g, 15.0 mmol) and heated under reflux for 3 h. The reaction mixture was cooled to room temperature, filtered and the filtrate concentrated in vacuo. The residue was added CH2Cl2 (75 ml) and washed with brine (25 ml) and H2O (2×25 ml). The organic layer was dried over Na2SO4, filtered and evaporated in vacuo to leave the title compoun... Reactants: C(CCCCC)OC1=C(C(=O)N)C=CC=C1 (2-hexyloxybenzamide), [B-](F)(F)(F)F.CC[O+](CC)CC (triethyloxonium borofluoride). Run in C(Cl)Cl (methylene chloride), C(Cl)Cl (methylene chloride). Run at time 2 day. The product is C(CCCCC)OC1=C(C(OCC)=N)C=CC=C1 (ethyl 2-hexyloxybenzimidate). Reaction SMILES: [CH2:1]([O:7][C:8]1[CH:16]=[CH:15][CH:14]=[CH:13][C:9]=1[C:10]([NH2:12])=[O:11])[CH2:2][CH2:3][CH2:4][CH2:5][CH3:6].[B-](F)(F)(F)F.[CH3:22][CH2:23][O+](CC)CC>C(Cl)Cl>[CH2:1]([O:7][C:8]1[CH:16]=[CH:15][CH:14]=[CH:13][C:9]=1[C:10](=[NH:12])[O:11][CH2:22][CH3:23])[CH2:2][CH2:3][CH2:4][CH2:5][CH3:6] |f:1.2|. Procedure: To a solution of 2-hexyloxybenzamide (64 g; prepared as described by E. M. Bavin, F. J. Macrae, D. E. Seymour and P. D. Waterhouse, J.Pharm.Pharmacol., 1952, 4, 872) in anhydrous methylene chloride (830 ml.) was added, dropwise during 10 minutes with stirring, a solution of triethyloxonium borofluoride (55.2 g.) in anhydrous methylene chloride (170 ml.). The solution was stirred for a further 105 minutes, and allowed to stand at room temperature for 2 days. The solution was concentrated to 350 m... Reactants: ON=C(C1=CN=CC=C1)N (N′-hydroxynicotinimidamide), BrC=1C=NC=C(C(=O)Cl)C1 (5-bromonicotinoyl chloride), N (NH3). The product is BrC=1C=C(C=NC1)C1=NC(=NO1)C=1C=NC=CC1 (5-(5-bromopyridin-3-yl)-3-(pyridin-3-yl)-1,2,4-oxadiazole). RXN SMILES: [OH:1][N:2]=[C:3]([NH2:10])[C:4]1[CH:9]=[CH:8][CH:7]=[N:6][CH:5]=1.[Br:11][C:12]1[CH:13]=[N:14][CH:15]=[C:16]([CH:20]=1)[C:17](Cl)=O.N>>[Br:11][C:12]1[CH:20]=[C:16]([C:17]2[O:1][N:2]=[C:3]([C:4]3[CH:5]=[N:6][CH:7]=[CH:8][CH:9]=3)[N:10]=2)[CH:15]=[N:14][CH:13]=1. Procedure details: The title compound was prepared according to the procedure of Example 1 using N′-hydroxynicotinimidamide (Aldrich) and 5-bromonicotinoyl chloride (Alfa). 1H NMR (300 MHz, DMSO-d6) δ 8.65-8.69 (m, 1 H), 8.45-8.49 (m, 1 H), 8.79 (t, J=1.7 Hz, 1 H), 8.84 (dd, J=1.7, 2.0 Hz, 1 H), 9.07 (d, J=2 Hz, 1 H), 9.28-9.29 (m, 1 H), 9.34 (d, J=1.7 Hz, 1 H) ppm; MS (DCI/NH3) m/z 303 (M+H)+. Starting materials: C[C@]1(N(C(OC1)=O)C1=NC(=NC=C1)NC(C)C1=CC=C(C=C1)N1CCCCC1)C1=CC=CC=C1 ((4S)-4-methyl-4-phenyl-3-(2-(1-(4-(piperidin-1-yl)phenyl)ethylamino)pyrimidin-4-yl)oxazolidin-2-one), CO (MeOH). The solvent is C(=O)=O (CO2). Yields the product C[C@]1(N(C(OC1)=O)C1=NC(=NC=C1)N[C@@H](C)C1=CC=C(C=C1)N1CCCCC1)C1=CC=CC=C1 ((S)-4-methyl-4-phenyl-3-(2-((S)-1-(4-(piperidin-1-yl)phenyl)ethylamino)pyrimidin-4-yl)oxazolidin-2-one), C[C@]1(N(C(OC1)=O)C1=NC(=NC=C1)N[C@H](C)C1=CC=C(C=C1)N1CCCCC1)C1=CC=CC=C1 ((S)-4-methyl-4-phenyl-3-(2-((R)-1-(4-(piperidin-1-yl)phenyl)ethylamino)pyrimidin-4-yl)oxazolidin-2-one). As a reaction SMILES: [CH3:1][C@:2]1([C:29]2[CH:34]=[CH:33][CH:32]=[CH:31][CH:30]=2)[CH2:6][O:5][C:4](=[O:7])[N:3]1[C:8]1[CH:13]=[CH:12][N:11]=[C:10]([NH:14][CH:15]([C:17]2[CH:22]=[CH:21][C:20]([N:23]3[CH2:28][CH2:27][CH2:26][CH2:25][CH2:24]3)=[CH:19][CH:18]=2)[CH3:16])[N:9]=1.CO>C(=O)=O>[CH3:1][C@:2]1([C:29]2[CH:34]=[CH:33][CH:32]=[CH:31][CH:30]=2)[CH2:6][O:5][C:4](=[O:7])[N:3]1[C:8]1[CH:13]=[CH:12][N:11]=[C:10]([NH:14][C@H:15]([C:17]2[CH:22]=[CH:21][C:20]([N:23]3[CH2:28][CH2:27][CH2:26][CH2:25][CH2:24]3)=[CH:19][CH:18]=2)[CH3:16])[N:9]=1.[CH3:1][C@:2]1([C:29]2[CH:34]=[CH:33][CH:32]=[CH:31][CH:30]=2)[CH2:6][O:5][C:4](=[O:7])[N:3]1[C:8]1[CH:13]=[CH:12][N:11]=[C:10]([NH:14][C@@H:15]([C:17]2[CH:22]=[CH:21][C:20]([N:23]3[CH2:28][CH2:27][CH2:26][CH2:25][CH2:24]3)=[CH:19][CH:18]=2)[CH3:16])[N:9]=1. Procedure: (4S)-4-methyl-4-phenyl-3-(2-(1-(4-(piperidin-1-yl)phenyl)ethylamino)pyrimidin-4-yl)oxazolidin-2-one (example 141, 51 mg) was resolved on a column (IA 4.6×100 mm) using 45% MeOH in CO2 to give (S)-4-methyl-4-phenyl-3-(2-((S)-1-(4-(piperidin-1-yl)phenyl)ethylamino)pyrimidin-4-yl)oxazolidin-2-one and (S)-4-methyl-4-phenyl-3-(2-((R)-1-(4-(piperidin-1-yl)phenyl)ethylamino)pyrimidin-4-yl)oxazolidin-2-one.